The task is: describe an organic reaction: reactants, conditions, products, and yield. This data is from the Open Reaction Database (ORD), a public repository of structured organic reaction records. The reactants are CS(C)=O, [Cl-], CCC(=O)C(C(=O)OC)c1ncc(C(F)(F)F)cc1Cl, [Na+], O. Product: CCC(=O)Cc1ncc(C(F)(F)F)cc1Cl. RXN SMILES: [CH3:24][S:25]([CH3:26])=[O:27].[Cl-:22].[Cl:1][c:2]1[c:3]([CH:12]([C:13]([O:14][CH3:15])=[O:16])[C:17]([CH2:18][CH3:19])=[O:20])[n:4][cH:5][c:6]([C:8]([F:9])([F:10])[F:11])[cH:7]1.[Na+:21].[OH2:23]>>[Cl:1][c:2]1[c:3]([CH2:12][C:17]([CH2:18][CH3:19])=[O:20])[n:4][cH:5][c:6]([C:8]([F:9])([F:10])[F:11])[cH:7]1. Reactants: CC(C)(C)[O-], N#Cc1cc(Cl)cc(Oc2c(Cl)ccc3[nH]nnc23)c1, COc1ccc(CNc2ccc3c(CCl)nn(Cc4ccc(OC)cc4)c3n2)cc1, [Li+], CN(C)C=O. Product: COc1ccc(CNc2ccc3c(Cn4nnc5c(Oc6cc(Cl)cc(C#N)c6)c(Cl)ccc54)nn(Cc4ccc(OC)cc4)c3n2)cc1. Reaction SMILES: [CH3:21][C:22]([CH3:23])([O-:24])[CH3:25].[Cl:1][c:2]1[cH:3][c:4]([C:5]#[N:6])[cH:7][c:8]([O:10][c:11]2[c:12]([Cl:20])[cH:13][cH:14][c:15]3[nH:16][n:17][n:18][c:19]23)[cH:9]1.[Cl:27][CH2:28][c:29]1[n:30][n:31]([CH2:48][c:49]2[cH:50][cH:51][c:52]([O:55][CH3:56])[cH:53][cH:54]2)[c:32]2[n:33][c:34]([NH:38][CH2:39][c:40]3[cH:41][cH:42][c:43]([O:46][CH3:47])[cH:44][cH:45]3)[cH:35][cH:36][c:37]12.[Li+:26].[O:57]=[CH:58][N:59]([CH3:60])[CH3:61]>>[Cl:1][c:2]1[cH:3][c:4]([C:5]#[N:6])[cH:7][c:8]([O:10][c:11]2[c:12]([Cl:20])[cH:13][cH:14][c:15]3[n:16]([CH2:28][c:29]4[n:30][n:31]([CH2:48][c:49]5[cH:50][cH:51][c:52]([O:55][CH3:56])[cH:53][cH:54]5)[c:32]5[n:33][c:34]([NH:38][CH2:39][c:40]6[cH:41][cH:42][c:43]([O:46][CH3:47])[cH:44][cH:45]6)[cH:35][cH:36][c:37]45)[n:17][n:18][c:19]23)[cH:9]1. The reactants are C1CCCCC1 (cyclohexane), CC(C)C(=O)OC=1C=CC(=CC1[C@H](CCN(C(C)C)C(C)C)C=2C=CC=CC2)CO (Fesoterodine), C(C)(C)N(C(C)C)CC[C@H](C1=CC=CC=C1)C1=C(C=CC(=C1)Br)OCC1=CC=CC=C1 ((R)—N,N-Diisopropyl-3-(2-benzyloxy-5-bromophenyl)-3-phenylpropyl amine), C(\C=C\C(=O)O)(=O)O (fumaric acid). Run in C(C)C(=O)C (methyl ethyl ketone). The product is CC(C)C(=O)OC=1C=CC(=CC1[C@H](CCN(C(C)C)C(C)C)C=2C=CC=CC2)CO.C(=C/C(=O)O)\C(=O)O (fesoterodine fumarate). Reaction SMILES: [CH3:1][CH:2]([C:4]([O:6][C:7]1[CH:8]=[CH:9][C:10]([CH2:29][OH:30])=[CH:11][C:12]=1[C@@H:13]([C:23]1[CH:24]=[CH:25][CH:26]=[CH:27][CH:28]=1)[CH2:14][CH2:15][N:16]([CH:20]([CH3:22])[CH3:21])[CH:17]([CH3:19])[CH3:18])=[O:5])[CH3:3].C(N(CC[C@@H](C1C=C(Br)C=CC=1OCC1C=CC=CC=1)C1C=CC=CC=1)C(C)C)(C)C.[C:62]([OH:69])(=[O:68])/[CH:63]=[CH:64]/[C:65]([OH:67])=[O:66].C1CCCCC1>C(C(C)=O)C>[CH3:3][CH:2]([C:4]([O:6][C:7]1[CH:8]=[CH:9][C:10]([CH2:29][OH:30])=[CH:11][C:12]=1[C@@H:13]([C:23]1[CH:28]=[CH:27][CH:26]=[CH:25][CH:24]=1)[CH2:14][CH2:15][N:16]([CH:20]([CH3:21])[CH3:22])[CH:17]([CH3:18])[CH3:19])=[O:5])[CH3:1].[CH:63](/[C:62]([OH:69])=[O:68])=[CH:64]\[C:65]([OH:67])=[O:66] |f:5.6|. Procedure details: A solution of 42 g Fesoterodine of formula (J) in 90 ml methyl ethyl ketone was stirred with 12 g fumaric acid at 80° C. for 1 hour. This was followed by the slow addition of 30 ml cyclohexane under stirring and further stirred for 1 hour at 80° C. The solution was cooled slowly to 25° C. to 30° C. and stirred for 6 hours at the same temperature. The solution was further cooled at 0° C. to 50° C. C and stirred for overnight. The separated solid was filtered and washed with mixture of cyclohexane... Reactants: O=CO, O=[N+]([O-])c1ccc(C2CCNCC2)cc1. Product: CN1CCC(c2ccc([N+](=O)[O-])cc2)CC1. Reaction SMILES: [CH:16]([OH:17])=[O:18].[N+:1](=[O:2])([O-:3])[c:4]1[cH:5][cH:6][c:7]([CH:10]2[CH2:11][CH2:12][NH:13][CH2:14][CH2:15]2)[cH:8][cH:9]1>>[N+:1](=[O:2])([O-:3])[c:4]1[cH:5][cH:6][c:7]([CH:10]2[CH2:11][CH2:12][N:13]([CH3:16])[CH2:14][CH2:15]2)[cH:8][cH:9]1. The reactants are Br, Br, CC(=O)c1ccncc1, CC(=O)O. Yields the product O=C(CBr)c1ccncc1. As a reaction SMILES: [Br:11].[BrH:10].[C:1]([CH3:2])(=[O:3])[c:4]1[cH:5][cH:6][n:7][cH:8][cH:9]1.[CH3:12][C:13](=[O:14])[OH:15]>>[C:1]([CH2:2][Br:10])(=[O:3])[c:4]1[cH:5][cH:6][n:7][cH:8][cH:9]1. The solvent is C1CCOC1 (THF). Procedure: In a 100 ml 3 necked round bottom flask, 2-(1H-1,2,3-triazol-1-yl)pyridine (2 g) was taken in dry THF (2 ml) under nitrogen. n-Butyl lithium (2.3 ml) was added at −78° C. and stirred for 5 minutes, then bromine (1.86 ml was added dropwise to the above reaction mixture. Reaction mixture was stirred at −78° C. for 1 hour. TLC was checked no starting material and the reaction mixture was quenched with saturated ammonium chloride (50 ml) and ethyl acetate was added. The organic layer was washed with... Reactants: 3, BrBr (bromine), N1(N=NC=C1)C1=NC=CC=C1 (2-(1H-1,2,3-triazol-1-yl)pyridine), C(CCC)[Li] (n-Butyl lithium). Reaction conditions: time 5 minute. Reaction SMILES: [N:1]1([C:6]2[CH:11]=[CH:10][CH:9]=[CH:8][N:7]=2)[CH:5]=[CH:4][N:3]=[N:2]1.C([Li])CCC.[Br:17]Br>C1COCC1>[Br:17][C:5]1[N:1]([C:6]2[CH:11]=[CH:10][CH:9]=[CH:8][N:7]=2)[N:2]=[N:3][CH:4]=1. Yields the product BrC1=CN=NN1C1=NC=CC=C1 (2-(5-bromo-1H-1,2,3-triazol-1-yl)pyridine). Reactants: N1CCNCC1 (piperazine), C(C)N1C=C(C(C2=CC(=C(C=C12)Cl)F)=O)C(=O)O (1-ethyl-6-fluoro-7-chloro-1,4-dihydro-4-oxo-quinoline-3-carboxylic acid). Product: CCN1C=C(C(=O)C2=C1C=C(C(=C2)F)N3CCNCC3)C(=O)O (norfloxacin). RXN SMILES: [NH:1]1[CH2:6][CH2:5][NH:4][CH2:3][CH2:2]1.[CH2:7]([N:9]1[C:18]2[C:13](=[CH:14][C:15]([F:20])=[C:16](Cl)[CH:17]=2)[C:12](=[O:21])[C:11]([C:22]([OH:24])=[O:23])=[CH:10]1)[CH3:8]>>[CH3:8][CH2:7][N:9]1[C:18]2[CH:17]=[C:16]([N:1]3[CH2:6][CH2:5][NH:4][CH2:3][CH2:2]3)[C:15]([F:20])=[CH:14][C:13]=2[C:12](=[O:21])[C:11]([C:22]([OH:24])=[O:23])=[CH:10]1. Procedure: In Canadian patent 1,178,961 piperazine is condensed with 1-ethyl-6-fluoro-7-chloro-1,4-dihydro-4-oxo-quinoline-3-carboxylic acid to give norfloxacin. Canadian patent 1,214,466 claims the process of making the ester analogues of norfloxacin by the condensation of piperazine with the ester of the above compound. Hydrolysis of the ester leads to norfloxacin. Canadian patent 1,273,936 relates only to the synthesis of the quinolone carboxylic acid by cyclocondensation of a 2-benzoyl-3-amino-acryloni...